This data is from the Open Reaction Database (ORD), a public repository of structured organic reaction records. The task is: describe an organic reaction: reactants, conditions, products, and yield Starting materials: Cl, Cl, Cl, NC1CCN(CCN2CCCCCC2)CC1, Cc1cccc(Oc2cccc3[nH]c(C(=O)O)cc23)c1. The product is Cc1cccc(Oc2cccc3[nH]c(C(=O)NC4CCN(CCN5CCCCCC5)CC4)cc23)c1. Reaction SMILES: [ClH:21].[ClH:22].[ClH:23].[N:24]1([CH2:31][CH2:32][N:33]2[CH2:34][CH2:35][CH:36]([NH2:39])[CH2:37][CH2:38]2)[CH2:25][CH2:26][CH2:27][CH2:28][CH2:29][CH2:30]1.[c:1]1([CH3:20])[cH:2][c:3]([O:7][c:8]2[c:9]3[cH:10][c:11]([C:17](=[O:18])[OH:19])[nH:12][c:13]3[cH:14][cH:15][cH:16]2)[cH:4][cH:5][cH:6]1>>[c:1]1([CH3:20])[cH:2][c:3]([O:7][c:8]2[c:9]3[cH:10][c:11]([C:17](=[O:19])[NH:39][CH:36]4[CH2:35][CH2:34][N:33]([CH2:32][CH2:31][N:24]5[CH2:25][CH2:26][CH2:27][CH2:28][CH2:29][CH2:30]5)[CH2:38][CH2:37]4)[nH:12][c:13]3[cH:14][cH:15][cH:16]2)[cH:4][cH:5][cH:6]1.